From a dataset of the Open Reaction Database (ORD), a public repository of structured organic reaction records. describe an organic reaction: reactants, conditions, products, and yield Starting materials: COC=1C=C(C=CC1)B(O)O (3-methoxybenzene boronic acid), BrC1=CC=C(C=C1)C=1OC(=C(N1)CCN1[C@@H](CCC1)C)C (2-(4-Bromo-phenyl)-5-methyl-4-[2-((R)-2-methyl-pyrrolidin-1-yl)-ethyl]-oxazole). The product is COC=1C=C(C=CC1)C1=CC=C(C=C1)C=1OC(=C(N1)CCN1[C@@H](CCC1)C)C (2-(3′-Methoxy-biphenyl-4-yl)-5-methyl-4-[2-((R)-2-methyl-pyrrolidin-1-yl)-ethyl]-oxazole). Reaction SMILES: [CH3:1][O:2][C:3]1[CH:4]=[C:5](B(O)O)[CH:6]=[CH:7][CH:8]=1.Br[C:13]1[CH:18]=[CH:17][C:16]([C:19]2[O:20][C:21]([CH3:32])=[C:22]([CH2:24][CH2:25][N:26]3[CH2:30][CH2:29][CH2:28][C@H:27]3[CH3:31])[N:23]=2)=[CH:15][CH:14]=1>>[CH3:1][O:2][C:3]1[CH:4]=[C:5]([C:13]2[CH:18]=[CH:17][C:16]([C:19]3[O:20][C:21]([CH3:32])=[C:22]([CH2:24][CH2:25][N:26]4[CH2:30][CH2:29][CH2:28][C@H:27]4[CH3:31])[N:23]=3)=[CH:15][CH:14]=2)[CH:6]=[CH:7][CH:8]=1. Reported procedure: The title compound is prepared in a manner substantially analogous to example 133 starting from 3-methoxybenzene boronic acid (218 mg, 1.43 mmol) and 2-(4-Bromo-phenyl)-5-methyl-4-[2-((R)-2-methyl-pyrrolidin-1-yl)-ethyl]-oxazole (100 mg, 0.287 mmol) to give 21 mg (19%). MS (m/e) 377.2 (M+1) Reactants: Alcohol, FC=1C(=NC(=NC1)C1=CNC2=NC=C(C=C21)F)N[C@H](CO)C(C)(C)C ((S)-2-(5-fluoro-2-(5-fluoro-1H-pyrrolo[2,3-b]pyridin-3-yl)pyrimidin-4-ylamino)-3,3-dimethylbutane-1-ol), FC=1C(=NC(=C(C#N)C1)C1=CN(C2=NC=C(C=C21)F)S(=O)(=O)C2=CC=C(C)C=C2)N[C@H](CO)C(C)(C)C ((S)-5-fluoro-2-(5-fluoro-1-tosyl-1H-pyrrolo[2,3-b]pyridin-3-yl)-6-((1-hydroxy-3,3-dimethylbutan-2-yl)amino)nicotinonitrile). Product: FC=1C(=NC(=C(C#N)C1)C1=CNC2=NC=C(C=C21)F)N[C@H](CO)C(C)(C)C ((S)-5-fluoro-2-(5-fluoro-1H-pyrrolo[2,3-b]pyridin-3-yl)-6-((1-hydroxy-3,3-dimethylbutan-2-yl)amino)nicotinonitrile). Reaction SMILES: FC1C(N[C@@H](C(C)(C)C)CO)=NC(C2C3C(=NC=C(F)C=3)NC=2)=NC=1.[F:26][C:27]1[C:28]([NH:55][C@@H:56]([C:59]([CH3:62])([CH3:61])[CH3:60])[CH2:57][OH:58])=[N:29][C:30]([C:35]2[C:43]3[C:38](=[N:39][CH:40]=[C:41]([F:44])[CH:42]=3)[N:37](S(C3C=CC(C)=CC=3)(=O)=O)[CH:36]=2)=[C:31]([CH:34]=1)[C:32]#[N:33]>>[F:26][C:27]1[C:28]([NH:55][C@@H:56]([C:59]([CH3:62])([CH3:61])[CH3:60])[CH2:57][OH:58])=[N:29][C:30]([C:35]2[C:43]3[C:38](=[N:39][CH:40]=[C:41]([F:44])[CH:42]=3)[NH:37][CH:36]=2)=[C:31]([CH:34]=1)[C:32]#[N:33]. Procedure details: Alcohol, 24, was synthesized in a manner similar to compound 32 utilizing the same deprotection procedure, starting with compound 98a: 1H NMR (400 MHz, CDCl3) δ 10.27 (brs, 1H), 8.25 (d, J=9.4 Hz, 1H), 8.17 (s, 1H), 8.11 (s, 1H), 7.23 (d, J=10.3 Hz, 1H), 5.20 (d, J=9.6 Hz, 1H), 4.41 (t, J=7.4 Hz, 1H), 4.09 (d, J=11.3 Hz, 1H), 3.82-3.58 (m, 1H), 0.99 (d, J=19.5 Hz, 9H).